Dataset: the Open Reaction Database (ORD), a public repository of structured organic reaction records. Task: describe an organic reaction: reactants, conditions, products, and yield The reactants are [BH4-], CO, CCCCCNc1nc(N)nc(C)c1C=O, [Na+]. Product: CCCCCNc1nc(N)nc(C)c1CO. As a reaction SMILES: [BH4-:1].[CH3:19][OH:20].[NH2:3][c:4]1[n:5][c:6]([NH:13][CH2:14][CH2:15][CH2:16][CH2:17][CH3:18])[c:7]([CH:11]=[O:12])[c:8]([CH3:10])[n:9]1.[Na+:2]>>[NH2:3][c:4]1[n:5][c:6]([NH:13][CH2:14][CH2:15][CH2:16][CH2:17][CH3:18])[c:7]([CH2:11][OH:12])[c:8]([CH3:10])[n:9]1. The reactants are COC=1C=C2CC(N=C(C2=CC1OC)C1=CC=CC=C1)C=1C=NC=CC1 (3,4-dihydro-6,7-dimethoxy-1-phenyl-3-(3-pyridyl)isoquinoline), C (charcoal). The reagents and catalysts are [Pd] (palladium). Solvent: C(C)OCCOCCOCC (diethylene glycol diethyl ether). Yields the product COC=1C=C2C=C(N=C(C2=CC1OC)C1=CC=CC=C1)C=1C=NC=CC1 (6,7-Dimethoxy-1-phenyl-3-(3-pyridyl)isoquinoline). Yield: 80.5%. RXN SMILES: [CH3:1][O:2][C:3]1[CH:4]=[C:5]2[C:10](=[CH:11][C:12]=1[O:13][CH3:14])[C:9]([C:15]1[CH:20]=[CH:19][CH:18]=[CH:17][CH:16]=1)=[N:8][CH:7]([C:21]1[CH:22]=[N:23][CH:24]=[CH:25][CH:26]=1)[CH2:6]2.C>C(OCCOCCOCC)C.[Pd]>[CH3:1][O:2][C:3]1[CH:4]=[C:5]2[C:10](=[CH:11][C:12]=1[O:13][CH3:14])[C:9]([C:15]1[CH:20]=[CH:19][CH:18]=[CH:17][CH:16]=1)=[N:8][C:7]([C:21]1[CH:22]=[N:23][CH:24]=[CH:25][CH:26]=1)=[CH:6]2. Reported procedure: 5.0 g of 3,4-dihydro-6,7-dimethoxy-1-phenyl-3-(3-pyridyl)isoquinoline in 150 ml of diethylene glycol diethyl ether are heated at 160° C. under an atmosphere of nitrogen with 2.5 g of palladium on animal charcoal (10%) for 2.5 hours. The catalyst is filtered off, the solution is evaporated in a rotary evaporator and the residue is washed with ether. 4.0 g of the isoquinoline compound of melting point 176°-177° C. are isolated. Starting materials: Cl, c1ccc2c(CCc3csc(C4CCNCC4)n3)cccc2c1, CC(C)(C)OC(=O)N1CCC(c2nc(C#Cc3cccnc3)cs2)CC1. The product is Cl, C(#Cc1csc(C2CCNCC2)n1)c1cccnc1. RXN SMILES: [ClH:27].[c:28]1([CH2:29][CH2:30][c:31]2[n:32][c:33]([CH:34]3[CH2:35][CH2:36][NH:37][CH2:38][CH2:39]3)[s:40][cH:41]2)[c:42]2[c:43]([cH:44][cH:45][cH:46][cH:47]2)[cH:48][cH:49][cH:50]1.[n:1]1[cH:2][c:3]([C:7]#[C:8][c:9]2[n:10][c:11]([CH:14]3[CH2:15][CH2:16][N:17]([C:20]([O:21][C:22]([CH3:23])([CH3:24])[CH3:25])=[O:26])[CH2:18][CH2:19]3)[s:12][cH:13]2)[cH:4][cH:5][cH:6]1>>[ClH:27].[n:1]1[cH:2][c:3]([C:7]#[C:8][c:9]2[n:10][c:11]([CH:14]3[CH2:15][CH2:16][NH:17][CH2:18][CH2:19]3)[s:12][cH:13]2)[cH:4][cH:5][cH:6]1. The reactants are C(C)OC(=O)C=1C=NC=2N(C1O)N=CC2C2=CC=C(C=C2)SC2=CC=CC=C2 (6-Ethoxycarbonyl-7-hydroxy-3-(4-phenylthiophenyl)pyrazolo[1,5-a]pyrimidine), P(O)(O)(O)=O (phosphoric acid). The solvent is O (water). Reaction conditions: temperature 170 celsius, time 30 minute. The product is OC1=CC=NC=2N1N=CC2C2=CC=C(C=C2)SC2=CC=CC=C2 (7-Hydroxy-3-(4-phenylthiophenyl)pyrazolo[1,5-a]pyrimidine). Yield: 79.9%. Reaction SMILES: C(OC([C:6]1[CH:7]=[N:8][C:9]2[N:10]([N:13]=[CH:14][C:15]=2[C:16]2[CH:21]=[CH:20][C:19]([S:22][C:23]3[CH:28]=[CH:27][CH:26]=[CH:25][CH:24]=3)=[CH:18][CH:17]=2)[C:11]=1[OH:12])=O)C.P(=O)(O)(O)O>O>[OH:12][C:11]1[N:10]2[N:13]=[CH:14][C:15]([C:16]3[CH:21]=[CH:20][C:19]([S:22][C:23]4[CH:28]=[CH:27][CH:26]=[CH:25][CH:24]=4)=[CH:18][CH:17]=3)=[C:9]2[N:8]=[CH:7][CH:6]=1. Procedure: A mixture of 3.91 g of 6-ethoxycarbonyl-7-hydroxy-3-(4-phenylthiophenyl)-pyrazolo[1,5-a]pyrimidine obtained in Example 1 and 30 ml of 85% phosphoric acid was heated in a heating bath to 170° C., and stirred for 30 minutes, and the mixture gradually developed foams, and the foams were about to cease, the reaction solution turned to a dark red color. Stopping the heating bath, 200 ml of water was added, and after letting stand for 30 minutes while ice-cooling, the precipitate was filtered, washed ... Reactants: CCO, O=[N+]([O-])c1ccccc1-c1ccco1, NN. Yields the product Nc1ccccc1-c1ccco1. As a reaction SMILES: [CH3:17][CH2:18][OH:19].[N+:1]([O-:2])(=[O:3])[c:4]1[c:5](-[c:10]2[o:11][cH:12][cH:13][cH:14]2)[cH:6][cH:7][cH:8][cH:9]1.[NH2:15][NH2:16]>>[NH2:1][c:4]1[c:5](-[c:10]2[o:11][cH:12][cH:13][cH:14]2)[cH:6][cH:7][cH:8][cH:9]1. Reactants: O1CCOC12CCN(CC2)C(=O)NC2=C(C(=O)O)C=CC=C2 (2-(1,4-dioxa-8-azaspiro[4.5]decan-8-ylcarbonyl)aminobenzoic acid), Cl.CN(CCCN=C=NCC)C (1-(3-dimethylaminopropyl)-3-ethylcarbodiimide hydrochloride). The solvent is CN(C)C=O (DMF). Run at time 30 minute. The product is O1CCOC12CCN(CC2)C2=NC1=C(C(O2)=O)C=CC=C1 (2-(1,4-Dioxa-8-azaspiro[4.5]decan-8-yl)-4H-3,1-benzoxazin-4-one). Yield: 75.5%. Reaction SMILES: [O:1]1[C:5]2([CH2:10][CH2:9][N:8]([C:11]([NH:13][C:14]3[CH:22]=[CH:21][CH:20]=[CH:19][C:15]=3[C:16]([OH:18])=[O:17])=O)[CH2:7][CH2:6]2)[O:4][CH2:3][CH2:2]1.Cl.CN(C)CCCN=C=NCC>CN(C=O)C>[O:4]1[C:5]2([CH2:10][CH2:9][N:8]([C:11]3[O:17][C:16](=[O:18])[C:15]4[CH:19]=[CH:20][CH:21]=[CH:22][C:14]=4[N:13]=3)[CH2:7][CH2:6]2)[O:1][CH2:2][CH2:3]1 |f:1.2|. Reported procedure: To a stirring solution of 2-(1,4-dioxa-8-azaspiro[4.5]decan-8-ylcarbonyl)aminobenzoic acid (1.91 g, 6.25 mmol) in DMF (12 mL) was added 1-(3-dimethylaminopropyl)-3-ethylcarbodiimide hydrochloride (1.20 g, 6.25 mmol). After 30 min, the solvent was removed in vacuo and the residue was partitioned between ethyl acetate and water. The layers were separated and the organic phase was washed consecutively with 1 M citric acid, brine, satd aq sodium bicarbonate, and brine, then dried with MgSO4, filtere... Reactants: CCN=C=NCCCN(C)C, CCN(C(C)C)C(C)C, Cl, O=C(O)CC(=O)N1CCN(C(=O)c2ccccc2C(F)(F)F)CC1, CN(C)C=O, O, On1nnc2ccccc21, Nc1ccc(Nc2ccccc2)cc1. Product: O=C(CC(=O)N1CCN(C(=O)c2ccccc2C(F)(F)F)CC1)Nc1ccc(Nc2ccccc2)cc1. Reaction SMILES: [CH3:44][CH2:45][N:46]=[C:47]=[N:48][CH2:49][CH2:50][CH2:51][N:52]([CH3:53])[CH3:54].[CH:11]([N:12]([CH2:13][CH3:14])[CH:15]([CH3:16])[CH3:17])([CH3:18])[CH3:19].[ClH:55].[O:20]=[C:21]([CH2:22][C:23](=[O:24])[OH:25])[N:26]1[CH2:27][CH2:28][N:29]([C:32]([c:33]2[c:34]([C:39]([F:40])([F:41])[F:42])[cH:35][cH:36][cH:37][cH:38]2)=[O:43])[CH2:30][CH2:31]1.[O:70]=[CH:71][N:72]([CH3:73])[CH3:74].[OH2:75].[OH:1][n:2]1[c:3]2[c:4]([cH:5][cH:6][cH:7][cH:8]2)[n:9][n:10]1.[c:56]1([NH:62][c:63]2[cH:64][cH:65][c:66]([NH2:69])[cH:67][cH:68]2)[cH:57][cH:58][cH:59][cH:60][cH:61]1>>[O:20]=[C:21]([CH2:22][C:23](=[O:25])[NH:69][c:66]1[cH:65][cH:64][c:63]([NH:62][c:56]2[cH:57][cH:58][cH:59][cH:60][cH:61]2)[cH:68][cH:67]1)[N:26]1[CH2:27][CH2:28][N:29]([C:32]([c:33]2[c:34]([C:39]([F:40])([F:41])[F:42])[cH:35][cH:36][cH:37][cH:38]2)=[O:43])[CH2:30][CH2:31]1. Reactants: CC(=O)O[BH-](OC(C)=O)OC(C)=O, CC(C)(C)OC(=O)NC(Cc1cccs1)C(=O)N1CCN(c2nc3ccc(C=O)cc3s2)CC1, NC1CCCC1, ClCCl, [Na+]. The product is CC(C)(C)OC(=O)NC(Cc1cccs1)C(=O)N1CCN(c2nc3ccc(CNC4CCCC4)cc3s2)CC1. As a reaction SMILES: [C:41]([O:42][BH-:43]([O:44][C:45](=[O:46])[CH3:47])[O:48][C:49](=[O:50])[CH3:51])(=[O:52])[CH3:53].[CH:1](=[O:2])[c:3]1[cH:4][c:5]2[c:6]([n:7][c:8]([N:10]3[CH2:11][CH2:12][N:13]([C:16]([CH:17]([CH2:18][c:19]4[s:20][cH:21][cH:22][cH:23]4)[NH:24][C:25]([O:26][C:27]([CH3:28])([CH3:29])[CH3:30])=[O:31])=[O:32])[CH2:14][CH2:15]3)[s:9]2)[cH:33][cH:34]1.[CH:35]1([NH2:40])[CH2:36][CH2:37][CH2:38][CH2:39]1.[Cl:55][CH2:56][Cl:57].[Na+:54]>>[CH2:1]([c:3]1[cH:4][c:5]2[c:6]([n:7][c:8]([N:10]3[CH2:11][CH2:12][N:13]([C:16]([CH:17]([CH2:18][c:19]4[s:20][cH:21][cH:22][cH:23]4)[NH:24][C:25]([O:26][C:27]([CH3:28])([CH3:29])[CH3:30])=[O:31])=[O:32])[CH2:14][CH2:15]3)[s:9]2)[cH:33][cH:34]1)[NH:40][CH:35]1[CH2:36][CH2:37][CH2:38][CH2:39]1. Starting materials: Cl (hydrochloric acid), OC1=C(C=O)C=CC(=C1)O (2,4-Dihydroxybenzaldehyde), C(CCCCCCCCCCC)=O (dodecanal), [Cl-].[Ca+2].[Cl-] (calcium chloride), CO.[OH-].[K+] (potassium hydroxide methanol). Solvent: CO (methanol). Run at time 24 hour. The product is OC1=C(C=O)C=CC(=C1C(CCCCCCCCCCC)O)O (2,4-dihydroxy-3-(1-hydroxy-dodecyl)benzaldehyde), solid, OC1=C(C=O)C=CC(=C1)O (2,4-dihydroxybenzaldehyde). Isolated yield 40.0%. RXN SMILES: [OH:1][C:2]1[CH:9]=[C:8]([OH:10])[CH:7]=[CH:6][C:3]=1[CH:4]=[O:5].[CH:11](=[O:23])[CH2:12][CH2:13][CH2:14][CH2:15][CH2:16][CH2:17][CH2:18][CH2:19][CH2:20][CH2:21][CH3:22].[Cl-].[Ca+2].[Cl-].CO.[OH-].[K+].Cl>CO>[OH:1][C:2]1[C:9]([CH:11]([OH:23])[CH2:12][CH2:13][CH2:14][CH2:15][CH2:16][CH2:17][CH2:18][CH2:19][CH2:20][CH2:21][CH3:22])=[C:8]([OH:10])[CH:7]=[CH:6][C:3]=1[CH:4]=[O:5].[OH:1][C:2]1[CH:9]=[C:8]([OH:10])[CH:7]=[CH:6][C:3]=1[CH:4]=[O:5] |f:2.3.4,5.6.7|. Procedure: 2,4-Dihydroxybenzaldehyde (1.39 g, 10.0 mmol), dodecanal (2.21 g, 12.0 mmol) and calcium chloride dehydrate (1.03 g, 7.0 mmol) were dissolved in methanol (21 ml), added with a potassium hydroxide methanol solution (1.0 M, 14 ml) at 0(C and stirred for 24 hours. The reaction mixture was made acidic with 1 M hydrochloric acid and extracted with ethyl acetate, and after post-treatment, the crude product (2.84 g) was purified by silica gel column chromatograophy (hexane:ethyl acetate=5:1) to obtain ... Reactants: 2-[, C1(=CC=CC=C1)P(C1=CC=CC=C1)C1=CC=CC=C1 (triphenylphosphine), N(=NC(=O)OCC)C(=O)OCC (diethyl azodicarboxylate), C1(=CC=CC=C1)C=1C=CC(=NC1)C(C)=NOC(C)O ((1-(5-phenyl-2-pyridyl)ethylideneaminooxy]ethanol), OC1=CC=C(CC2C(N(C(S2)=O)C(C2=CC=CC=C2)(C2=CC=CC=C2)C2=CC=CC=C2)=O)C=C1 (5-(4-hydroxybenzyl)-3-tritylthiazolidine-2,4-dione). Yields the product C1(=CC=CC=C1)C=1C=CC(=NC1)C(C)=NOCCOC1=CC=C(CC2C(N(C(S2)=O)C(C2=CC=CC=C2)(C2=CC=CC=C2)C2=CC=CC=C2)=O)C=C1 (5-(4-{2-[1-(5-Phenyl-2-pyridyl)ethylideneaminooxy]-ethoxy}benzyl)-3-tritylthiazolidine-2,4-dione). Reaction SMILES: [C:1]1([C:7]2[CH:8]=[CH:9][C:10]([C:13](=[N:15][O:16][CH:17](O)[CH3:18])[CH3:14])=[N:11][CH:12]=2)[CH:6]=[CH:5][CH:4]=[CH:3][CH:2]=1.[OH:20][C:21]1[CH:53]=[CH:52][C:24]([CH2:25][CH:26]2[S:30][C:29](=[O:31])[N:28]([C:32]([C:45]3[CH:50]=[CH:49][CH:48]=[CH:47][CH:46]=3)([C:39]3[CH:44]=[CH:43][CH:42]=[CH:41][CH:40]=3)[C:33]3[CH:38]=[CH:37][CH:36]=[CH:35][CH:34]=3)[C:27]2=[O:51])=[CH:23][CH:22]=1.C1(P(C2C=CC=CC=2)C2C=CC=CC=2)C=CC=CC=1.N(C(OCC)=O)=NC(OCC)=O>>[C:1]1([C:7]2[CH:8]=[CH:9][C:10]([C:13](=[N:15][O:16][CH2:17][CH2:18][O:20][C:21]3[CH:22]=[CH:23][C:24]([CH2:25][CH:26]4[S:30][C:29](=[O:31])[N:28]([C:32]([C:45]5[CH:46]=[CH:47][CH:48]=[CH:49][CH:50]=5)([C:33]5[CH:38]=[CH:37][CH:36]=[CH:35][CH:34]=5)[C:39]5[CH:44]=[CH:43][CH:42]=[CH:41][CH:40]=5)[C:27]4=[O:51])=[CH:52][CH:53]=3)[CH3:14])=[N:11][CH:12]=2)[CH:6]=[CH:5][CH:4]=[CH:3][CH:2]=1. Procedure details: Following a procedure similar to that described in Example 1(a), but using 513 mg of 2-[(1-(5-phenyl-2-pyridyl)ethylideneaminooxy]ethanol (prepared as described in Preparation 39), 1.02 g of 5-(4-hydroxybenzyl)-3-tritylthiazolidine-2,4-dione, 577 mg of triphenylphosphine and 383 mg of diethyl azodicarboxylate, 1.40 g of the title compound were obtained as a foam-like solid.